From a dataset of the Open Reaction Database (ORD), a public repository of structured organic reaction records. describe an organic reaction: reactants, conditions, products, and yield Reactants: C(#N)C1=CC=C(C[C@@]23C(N(C(N3C[C@H](C2)N)=O)C2=CC(=CC(=C2)Cl)Cl)=O)C=C1 ((5S,7S)-5-(4-cyanobenzyl)-3-(3,5-dichlorophenyl)-7-amino-1,3-diazabicyclo[3.3.0]octane-2,4-dione), C(C)(=O)OC(C)=O (acetic anhydride). Run in C1CCOC1 (THF). Conditions: temperature 45 celsius, time 2 hour. The product is C(#N)C1=CC=C(C[C@@]23C(N(C(N3C[C@H](C2)NC(C)=O)=O)C2=CC(=CC(=C2)Cl)Cl)=O)C=C1 ((5S,7S)-5-(4-Cyanobenzyl)-3-(3,5-dichlorophenyl)-7-acetylamino-1,3-diazabicyclo[3.3.0]octane-2,4-dione). As a reaction SMILES: [C:1]([C:3]1[CH:28]=[CH:27][C:6]([CH2:7][C@@:8]23[CH2:15][C@H:14]([NH2:16])[CH2:13][N:12]2[C:11](=[O:17])[N:10]([C:18]2[CH:23]=[C:22]([Cl:24])[CH:21]=[C:20]([Cl:25])[CH:19]=2)[C:9]3=[O:26])=[CH:5][CH:4]=1)#[N:2].[C:29](OC(=O)C)(=[O:31])[CH3:30]>C1COCC1>[C:1]([C:3]1[CH:4]=[CH:5][C:6]([CH2:7][C@@:8]23[CH2:15][C@H:14]([NH:16][C:29](=[O:31])[CH3:30])[CH2:13][N:12]2[C:11](=[O:17])[N:10]([C:18]2[CH:23]=[C:22]([Cl:24])[CH:21]=[C:20]([Cl:25])[CH:19]=2)[C:9]3=[O:26])=[CH:27][CH:28]=1)#[N:2]. Procedure details: To a solution of (5S,7S)-5-(4-cyanobenzyl)-3-(3,5-dichlorophenyl)-7-amino-1,3-diazabicyclo[3.3.0]octane-2,4-dione (78.5 mg) in THF (5 mL) was added acetic anhydride (1.0 mL). The reaction mixture was stirred for 2 hours at 45° C., and the mixture was concentrated and purified by preparative thin-layer chromatography (silica gel; CH2Cl2) to afford the titled compound (84 mg). MS (m/z) 478.8 (MNa+). Reactants: Cl (HCl), BrBr (bromine), C(C)OC(=O)CC(C(C#N)C(=O)O)(C)C (3-carboxy-3-cyano-2,2-dimethyl-propane-1-carboxylic acid ethyl ester), C(C)(=O)[O-].[Na+] (sodium acetate). The solvent is O (water). Reaction conditions: temperature 20 celsius, time 5 hour. Product: C(C)OC(=O)CC(C(C#N)Br)(C)C (3-bromo-3-cyano-2,2-dimethyl-propane-1-carboxylic acid ethyl ester). The yield is 76.6%. RXN SMILES: [Br:1]Br.[CH2:3]([O:5][C:6]([CH2:8][C:9]([CH3:17])([CH3:16])[CH:10](C(O)=O)[C:11]#[N:12])=[O:7])[CH3:4].C([O-])(=O)C.[Na+].Cl>O>[CH2:3]([O:5][C:6]([CH2:8][C:9]([CH3:17])([CH3:16])[CH:10]([Br:1])[C:11]#[N:12])=[O:7])[CH3:4] |f:2.3|. Reported procedure: 40 g (0.25 mol) of bromine were added dropwise to a solution of 42.6 g (0.2 mol) of 3-carboxy-3-cyano-2,2-dimethyl-propane-1-carboxylic acid ethyl ester and 41 g of sodium acetate in 400 ml of water at 20° C. The mixture was subsequently stirred at 20° C. for 5 hours. It was then acidified with dilute HCl and extracted twice with 100 ml of methylene chloride each time. The organic solutions were dried over sodium sulphate and then concentrated. The residue was first introduced dropwise into a fl... Reactants: methyl ester, ester, C(CCCCC=CCC=CCCCCCCCC)(=O)OC (methyl 6,9-octadecadienoate), alcohol, CCCCCCCC/C=C\C/C=C\C/C=C\CCCC(=O)O (mead acid), C(CCCCCCC=CCC=CCCCCCCCC)(=O)OC (methyl 8,11-eicosadienate). Yields the product C(CCCCCCCCCCCCCCC)(=O)O (palmitic acid), C(CCCCCCC\C=C/CCCCCCCC)(=O)O (oleic acid), C(CCCCCCC\C=C/C\C=C/CCCCC)(=O)O (linoleic acid), fatty acids. RXN SMILES: [C:1]([O:22]C)(=[O:21])[CH2:2][CH2:3][CH2:4][CH2:5][CH2:6][CH2:7][CH:8]=[CH:9][CH2:10][CH:11]=[CH:12][CH2:13][CH2:14][CH2:15][CH2:16]CCCC.[C:24]([O:43]C)(=[O:42])[CH2:25][CH2:26][CH2:27][CH2:28][CH:29]=[CH:30][CH2:31][CH:32]=[CH:33][CH2:34][CH2:35][CH2:36][CH2:37][CH2:38][CH2:39][CH2:40][CH3:41].CC[CH2:47][CH2:48][CH2:49][CH2:50][CH2:51][CH2:52]/[CH:53]=[CH:54]\[CH2:55]/[CH:56]=[CH:57]\[CH2:58]/[CH:59]=[CH:60]\[CH2:61][CH2:62][CH2:63][C:64]([OH:66])=[O:65]>>[C:1]([OH:22])(=[O:21])[CH2:2][CH2:3][CH2:4][CH2:5][CH2:6][CH2:7][CH2:8][CH2:9][CH2:10][CH2:11][CH2:12][CH2:13][CH2:14][CH2:15][CH3:16].[C:24]([OH:43])(=[O:42])[CH2:25][CH2:26][CH2:27][CH2:28][CH2:29][CH2:30][CH2:31]/[CH:32]=[CH:33]\[CH2:34][CH2:35][CH2:36][CH2:37][CH2:38][CH2:39][CH2:40][CH3:41].[C:64]([OH:66])(=[O:65])[CH2:63][CH2:62][CH2:61][CH2:60][CH2:59][CH2:58][CH2:57]/[CH:56]=[CH:55]\[CH2:54]/[CH:53]=[CH:52]\[CH2:51][CH2:50][CH2:49][CH2:48][CH3:47]. Procedure details: The lipid thus obtained contains omega 9 type polyunsaturated fatty acid as a component of the lipid, such as fat. Although omega 9 type polyunsaturated fatty acid can be directly isolated, preferably it is isolated as an ester with a lower alcohol, for example, as methyl 8,11-eicosadienate, methyl 6,9-octadecadienoate, methyl ester of mead acid and the like. The esterification accelerates the separation of the target fatty acid from other lipid components, and from other fatty acids produced du...